Dataset: the Open Reaction Database (ORD), a public repository of structured organic reaction records. Task: describe an organic reaction: reactants, conditions, products, and yield Reactants: N1C(CCC1)=O (pyrrolidin-2-one), BrC1=CC(=C(C=C1)C(=O)N1CCN(CC1)C1=NC(=C(C=C1C)C)C)F ((4-bromo-2-fluorophenyl) [4-(3,5,6-trimethylpyridin-2-yl)piperazin-1-yl]methanone). Product: FC=1C=C(C=CC1C(=O)N1CCN(CC1)C1=NC(=C(C=C1C)C)C)N1C(CCC1)=O (1-{3-fluoro-4-[4-(3,5,6-trimethylpyridin-2-yl)piperazine-1-carbonyl]phenyl}pyrrolidin-2-one). Yield: 89.7%. Reaction SMILES: [NH:1]1[CH2:5][CH2:4][CH2:3][C:2]1=[O:6].Br[C:8]1[CH:13]=[CH:12][C:11]([C:14]([N:16]2[CH2:21][CH2:20][N:19]([C:22]3[C:27]([CH3:28])=[CH:26][C:25]([CH3:29])=[C:24]([CH3:30])[N:23]=3)[CH2:18][CH2:17]2)=[O:15])=[C:10]([F:31])[CH:9]=1>>[F:31][C:10]1[CH:9]=[C:8]([N:1]2[CH2:5][CH2:4][CH2:3][C:2]2=[O:6])[CH:13]=[CH:12][C:11]=1[C:14]([N:16]1[CH2:17][CH2:18][N:19]([C:22]2[C:27]([CH3:28])=[CH:26][C:25]([CH3:29])=[C:24]([CH3:30])[N:23]=2)[CH2:20][CH2:21]1)=[O:15]. Procedure details: Using pyrrolidin-2-one (94 mg) and (4-bromo-2-fluorophenyl) [4-(3,5,6-trimethylpyridin-2-yl)piperazin-1-yl]methanone (406 mg) described in Preparation Example 128 and by the reaction and treatment in the same manner as in Example 1, the title compound (368 mg) was obtained.